The task is: describe an organic reaction: reactants, conditions, products, and yield. This data is from the Open Reaction Database (ORD), a public repository of structured organic reaction records. Reactants: ClS(=O)(=O)N=C=O (chlorosulfonyl isocyanate), [Cl-].[Al+3].[Cl-].[Cl-] (aluminum (III) chloride), NC1=NC(=CC(=N1)OC)C (2-amino-4-methoxy-6-methylpyrimidine), CN1C(=CC2=CC=CC=C12)C(=O)OC (methyl 1-methyl-1H-indole-2-carboxylate). Run in O (H2O), ClCCl (Dichloromethane), C[N+](=O)[O-] (CH3NO2), [N+](=O)([O-])C (nitromethane). Run at time 0.5 hour. Yields the product COC1=NC(=NC(=C1)C)NC(=O)NS(=O)(=O)C1=C(N(C2=CC=CC=C12)C)C(=O)OC (Methyl 3-[[(4-methoxy-6-methylpyrimidin-2-yl)aminocarbonyl]aminosulfonyl]-1-methyl-1H-indole-2-carboxylate). The yield is 17.9%. Reaction SMILES: [NH2:1][C:2]1[N:7]=[C:6]([O:8][CH3:9])[CH:5]=[C:4]([CH3:10])[N:3]=1.Cl[S:12]([N:15]=[C:16]=[O:17])(=[O:14])=[O:13].[CH3:18][N:19]1[C:27]2[C:22](=[CH:23][CH:24]=[CH:25][CH:26]=2)[CH:21]=[C:20]1[C:28]([O:30][CH3:31])=[O:29].[Cl-].[Al+3].[Cl-].[Cl-]>C[N+]([O-])=O.ClCCl.O>[CH3:9][O:8][C:6]1[CH:5]=[C:4]([CH3:10])[N:3]=[C:2]([NH:1][C:16]([NH:15][S:12]([C:21]2[C:22]3[C:27](=[CH:26][CH:25]=[CH:24][CH:23]=3)[N:19]([CH3:18])[C:20]=2[C:28]([O:30][CH3:31])=[O:29])(=[O:14])=[O:13])=[O:17])[N:7]=1 |f:3.4.5.6|. Reported procedure: To a stirred suspension of 2.92 g (0.021 mole) of 2-amino-4-methoxy-6-methylpyrimidine in 75 ml dry CH3NO2 at -10° was addded dropwise under nitrogen via syringe 2.0 ml (0.023 mole) of chlorosulfonyl isocyanate at such a rate as to maintain the temperature below 0°. The resulting clear solution was stirred 0.5 hour at -5° to -10° and then contacted dropwise with a solution of 3.97 g (0.021 mole) of methyl 1-methyl-1H-indole-2-carboxylate dissolved in 25 ml of dry nitromethane. Upon completion of... Reactants: N1=CC=C(C=C1)[C@@H](C)O ((1R)-1-(4-pyridinyl)ethanol), C(C)(=O)O (acetic acid). Reagents/catalysts: O=[Pt]=O (PtO2). The solvent is CO (MeOH). Run at time 2 day. Yields the product N1CCC(CC1)[C@@H](C)O ((1R)-1-(4-piperidinyl)ethanol). Isolated yield 56.8%. As a reaction SMILES: [N:1]1[CH:6]=[CH:5][C:4]([C@H:7]([OH:9])[CH3:8])=[CH:3][CH:2]=1.C(O)(=O)C>CO.O=[Pt]=O>[NH:1]1[CH2:6][CH2:5][CH:4]([C@H:7]([OH:9])[CH3:8])[CH2:3][CH2:2]1. Reported procedure: A solution of (1R)-1-(4-pyridinyl)ethanol (37 g, 0.3 mol, 78% ee) in MeOH (2 L) was charged with PtO2 (5 g) under nitrogen atmosphere followed by acetic acid (19 mL). The mixture was evacuated and purged with hydrogen several times and then stirred under an atmosphere of hydrogen for 2 d at room temperature. The mixture was filtered to remove catalyst and the filtrate was concentrated in vacuo and triturated with EtOAc to yield a cream-colored solid which was collected by filtration. The filter ... Reactants: ClC1=NC(=NC(=C1C#N)C)SC (4-chloro-6-methyl-2-(methylthio)pyrimidine-5-carbonitrile), C1(=CC=CC=C1)S(=O)(=O)N1N=CC(=C1)N (1-(phenylsulfonyl)-1H-pyrazol-4-amine), CC1=CC=C(C=C1)S(=O)(=O)O (4-methylbenzenesulfonic acid). Solvent: O1CCOCC1 (1,4-dioxane). Run at temperature 90 celsius, time 8 hour. Product: CC1=NC(=NC(=C1C#N)NC=1C=NNC1)SC (4-methyl-2-(methylthio)-6-(1H-pyrazol-4-ylamino)-5-pyrimidinecarbonitrile). The yield is 45.4%. RXN SMILES: Cl[C:2]1[C:7]([C:8]#[N:9])=[C:6]([CH3:10])[N:5]=[C:4]([S:11][CH3:12])[N:3]=1.C1(S([N:22]2[CH:26]=[C:25]([NH2:27])[CH:24]=[N:23]2)(=O)=O)C=CC=CC=1.CC1C=CC(S(O)(=O)=O)=CC=1>O1CCOCC1>[CH3:10][C:6]1[C:7]([C:8]#[N:9])=[C:2]([NH:27][C:25]2[CH:26]=[N:22][NH:23][CH:24]=2)[N:3]=[C:4]([S:11][CH3:12])[N:5]=1. Procedure details: To a solution of 4-chloro-6-methyl-2-(methylthio)pyrimidine-5-carbonitrile (6.45 g, 32.2 mmol) and 1-(phenylsulfonyl)-1H-pyrazol-4-amine (7.2 g, 32.2 mmol) in 1,4-dioxane (150 mL) was added 4-methylbenzenesulfonic acid (3.06 g, 16.1 mmol). The reaction mixture was stirred overnight at 90° C. After cooling to room temperature, the precipitate was filtered, washed with saturated NaHCO3 solution and then water, dried and washed with petroleum and the mixture solvent (petroleum ether:ethyl acetate=4... The reactants are CCCOCCBr, Oc1ccccc1Br, O=C([O-])[O-], [I-], [K+], [K+], [Na+], CN(C)C=O, O. The product is CCCOCCOc1ccccc1Br. Reaction SMILES: [Br:17][CH2:18][CH2:19][O:20][CH2:21][CH2:22][CH3:23].[Br:1][c:2]1[c:3]([OH:8])[cH:4][cH:5][cH:6][cH:7]1.[C:9](=[O:10])([O-:11])[O-:12].[I-:16].[K+:13].[K+:14].[Na+:15].[O:24]=[CH:25][N:26]([CH3:27])[CH3:28].[OH2:29]>>[Br:1][c:2]1[c:3]([O:8][CH2:18][CH2:19][O:20][CH2:21][CH2:22][CH3:23])[cH:4][cH:5][cH:6][cH:7]1. The reactants are OC(C=CC=1C=C2C(=CNC2=CC1)C[C@@H]1N(CCC1)CCC(NC)=O)(C)C(F)(F)F (5-(3-Hydroxy-3-trifluoromethyl-1-but-1-enyl)-3-{N-[2-(N-methylcarbamoyl)ethyl]-2(R)-pyrrolidinylmethyl}-1H-indole), CO (CH3OH), C(Cl)Cl (CH2Cl2). The reagents and catalysts are [Pd] (palladium on charcoal). Run in O (H2O). Product: OC(CCC=1C=C2C(=CNC2=CC1)C[C@@H]1N(CCC1)CCC(NC)=O)(C)C(F)(F)F (5-(3-Hydroxy-3-trifluoromethyl-1-butyl)-3-{N-[2-(N-methylcarbamoyl)ethyl]2(R)-pyrrolidinylmethyl}-1H-indole). As a reaction SMILES: [OH:1][C:2]([C:27]([F:30])([F:29])[F:28])([CH3:26])[CH:3]=[CH:4][C:5]1[CH:6]=[C:7]2[C:11](=[CH:12][CH:13]=1)[NH:10][CH:9]=[C:8]2[CH2:14][C@H:15]1[CH2:19][CH2:18][CH2:17][N:16]1[CH2:20][CH2:21][C:22](=[O:25])[NH:23][CH3:24].CO.C(Cl)Cl>[Pd].O>[OH:1][C:2]([C:27]([F:29])([F:30])[F:28])([CH3:26])[CH2:3][CH2:4][C:5]1[CH:6]=[C:7]2[C:11](=[CH:12][CH:13]=1)[NH:10][CH:9]=[C:8]2[CH2:14][C@H:15]1[CH2:19][CH2:18][CH2:17][N:16]1[CH2:20][CH2:21][C:22](=[O:25])[NH:23][CH3:24]. Procedure: Obtained from the title compound of Example 98 by a procedure similar to that described in Example 2, but using 10% palladium on charcoal as catalyst, as a foam. Rf 0.45 (SS 7). [α]D25 +39° (c=0.1, CH3OH). Found: C,59.07; H,7.16; N,9.21. C22H30F3N3O2 ; 0.05 CH2Cl2 ; H2O requires C,59.15; H,7.22; N,9.39%. LRMS: m/z 426.4 (M+1)+. Reactants: [Cl-].[Al+3].[Cl-].[Cl-] (aluminum chloride), Cl (HCl), C1(=CC=CC=C1)CCCCC(=O)O (5-phenylvaleric acid), C(C(=O)Cl)(=O)Cl (oxalyl chloride), C=1(C(OC)=CC=CC1)OC (veratrole). Solvent: ClCCl (dichloromethane). Reaction conditions: time 18 hour. Product: COC=1C=C(C=CC1OC)C(CCCCC1=CC=CC=C1)=O (1-(3,4-dimethoxyphenyl)-1-oxo-5-phenylpentane). Isolated yield 32.9%. RXN SMILES: [C:1]1([CH2:7][CH2:8][CH2:9][CH2:10][C:11]([OH:13])=O)[CH:6]=[CH:5][CH:4]=[CH:3][CH:2]=1.C(Cl)(=O)C(Cl)=O.[C:20]1([O:28][CH3:29])[C:21](=[CH:24][CH:25]=[CH:26][CH:27]=1)[O:22][CH3:23].[Cl-].[Al+3].[Cl-].[Cl-].Cl>ClCCl>[CH3:23][O:22][C:21]1[CH:24]=[C:25]([C:11](=[O:13])[CH2:10][CH2:9][CH2:8][CH2:7][C:1]2[CH:2]=[CH:3][CH:4]=[CH:5][CH:6]=2)[CH:26]=[CH:27][C:20]=1[O:28][CH3:29] |f:3.4.5.6|. Procedure: To a solution of 5-phenylvaleric acid (10 g, 56.1 mmol) in dichloromethane (70 mL) is added 2 M oxalyl chloride (33.5 mL, 67 mmol). The mixture is stirred at room temperature for 18 hours. The solvent is removed in vacuo. The residue is dissolved in dichloromethane (60 mL) and veratrole (11.6 g, 84 mmol) is added. The mixture is cooled in ice and aluminum chloride (7.4 g, 56.1 mmol) is added in portions over 10 minutes. The mixture is stirred for 3 hours warming to room temperature. The mixture ...